From a dataset of the Open Reaction Database (ORD), a public repository of structured organic reaction records. describe an organic reaction: reactants, conditions, products, and yield The reactants are O (water), N[C@@H]1CCN(CCC1)C1=C(C=NN1C)NC(=O)C=1N=C(SC1NC(OC(C)(C)C)=O)C1=C(C=CC=C1F)F ((S)-tert-butyl (4-((5-(4-aminoazepan-1-yl)-1-methyl-1H-pyrazol-4-yl)carbamoyl)-2-(2,6-difluorophenyl)thiazol-5-yl)carbamate), ICC1(COC1)C (3-(iodomethyl)-3-methyl-oxetane), C([O-])([O-])=O.[K+].[K+] (potassium carbonate). Solvent: C(C)#N (acetonitrile), C1CCOC1 (THF). Run at temperature 65 celsius. The product is FC1=C(C(=CC=C1)F)C=1SC(=C(N1)C(NC=1C=NN(C1N1CC[C@@H](CCC1)NCC1(COC1)C)C)=O)NC(OC(C)(C)C)=O (tert-butyl N-[2-(2,6-difluorophenyl)-4-[[1-methyl-5-[(4R)-4-[(3-methyloxetan-3-yl)methylamino]azepan-1-yl]pyrazol-4-yl]carbamoyl]thiazol-5-yl]carbamate). Yield: 108.3%. RXN SMILES: [NH2:1][C@H:2]1[CH2:8][CH2:7][CH2:6][N:5]([C:9]2[N:13]([CH3:14])[N:12]=[CH:11][C:10]=2[NH:15][C:16]([C:18]2[N:19]=[C:20]([C:31]3[C:36]([F:37])=[CH:35][CH:34]=[CH:33][C:32]=3[F:38])[S:21][C:22]=2[NH:23][C:24](=[O:30])[O:25][C:26]([CH3:29])([CH3:28])[CH3:27])=[O:17])[CH2:4][CH2:3]1.I[CH2:40][C:41]1([CH3:45])[CH2:44][O:43][CH2:42]1.C(=O)([O-])[O-].[K+].[K+].O>C(#N)C.C1COCC1>[F:38][C:32]1[CH:33]=[CH:34][CH:35]=[C:36]([F:37])[C:31]=1[C:20]1[S:21][C:22]([NH:23][C:24](=[O:30])[O:25][C:26]([CH3:29])([CH3:28])[CH3:27])=[C:18]([C:16](=[O:17])[NH:15][C:10]2[CH:11]=[N:12][N:13]([CH3:14])[C:9]=2[N:5]2[CH2:6][CH2:7][CH2:8][C@@H:2]([NH:1][CH2:40][C:41]3([CH3:45])[CH2:44][O:43][CH2:42]3)[CH2:3][CH2:4]2)[N:19]=1 |f:2.3.4|. Procedure: To a solution of (S)-tert-butyl (4-((5-(4-aminoazepan-1-yl)-1-methyl-1H-pyrazol-4-yl)carbamoyl)-2-(2,6-difluorophenyl)thiazol-5-yl)carbamate (103 mg, 0.19 mmol) in acetonitrile (2 mL) and THF (2 mL) was added 3-(iodomethyl)-3-methyl-oxetane (78 mg, 0.38 mmol) and potassium carbonate (130 mg, 0.94 mmol). The mixture was heated at 65° C. for 3 days. After cooling to room temperature, water (20 mL) was added and the mixture extracted with DCM (50 mL×3). The organic layer was separated, dried over M... The reactants are C(C)(C)(C)OC(=O)NC1CNCCC1 (3-(tert-butoxycarbonylamino)piperidine), C(C1=CC=CC=C1)OC=1C=C(C(=O)OC)C=C(C1)OS(=O)(=O)C(F)(F)F (methyl 3-benzyloxy-5-(trifluoromethanesulfonyloxy)benzoate). The product is C(C1=CC=CC=C1)OC=1C=C(C(=O)OC)C=C(C1)N1CC(CCC1)NC(=O)OC(C)(C)C (Methyl 3-benzyloxy-5-[3-(tert-butoxycarbonylamino)piperidin-1-yl]benzoate). Isolated yield 6.0%. As a reaction SMILES: [C:1]([O:5][C:6]([NH:8][CH:9]1[CH2:14][CH2:13][CH2:12][NH:11][CH2:10]1)=[O:7])([CH3:4])([CH3:3])[CH3:2].[CH2:15]([O:22][C:23]1[CH:24]=[C:25]([CH:30]=[C:31](OS(C(F)(F)F)(=O)=O)[CH:32]=1)[C:26]([O:28][CH3:29])=[O:27])[C:16]1[CH:21]=[CH:20][CH:19]=[CH:18][CH:17]=1>>[CH2:15]([O:22][C:23]1[CH:24]=[C:25]([CH:30]=[C:31]([N:11]2[CH2:12][CH2:13][CH2:14][CH:9]([NH:8][C:6]([O:5][C:1]([CH3:4])([CH3:2])[CH3:3])=[O:7])[CH2:10]2)[CH:32]=1)[C:26]([O:28][CH3:29])=[O:27])[C:16]1[CH:17]=[CH:18][CH:19]=[CH:20][CH:21]=1. Procedure details: Using 3-(tert-butoxycarbonylamino)piperidine (301 mg, 1.50 mmol) and methyl 3-benzyloxy-5-(trifluoromethanesulfonyloxy)benzoate (595 mg, 1.52 mmol), the same procedure was followed as in Example 58 to give 39.7 mg (6.0%) of the desired compound as a brown oil. RXN SMILES: [Cl:9][CH2:10][C:11](=[O:12])[Cl:13].[NH2:1][c:2]1[n:3][cH:4][c:5]([Cl:8])[cH:6][cH:7]1>>[NH:1]([c:2]1[n:3][cH:4][c:5]([Cl:8])[cH:6][cH:7]1)[C:11]([CH2:10][Cl:9])=[O:12]. Reactants: O=C(Cl)CCl, Nc1ccc(Cl)cn1. Yields the product O=C(CCl)Nc1ccc(Cl)cn1.